This data is from the Open Reaction Database (ORD), a public repository of structured organic reaction records. The task is: describe an organic reaction: reactants, conditions, products, and yield The reactants are CCO, [H][H], O=CN1CCOC(S(=O)(=O)c2cc([N+](=O)[O-])cc(C(F)(F)F)c2)C1. The product is Nc1cc(C(F)(F)F)cc(S(=O)(=O)C2CN(C=O)CCO2)c1. RXN SMILES: [CH3:27][CH2:28][OH:29].[H:25][H:26].[N+:1]([O-:2])(=[O:3])[c:4]1[cH:5][c:6]([S:14](=[O:15])(=[O:16])[CH:17]2[O:18][CH2:19][CH2:20][N:21]([CH:23]=[O:24])[CH2:22]2)[cH:7][c:8]([C:10]([F:11])([F:12])[F:13])[cH:9]1>>[NH2:1][c:4]1[cH:5][c:6]([S:14](=[O:15])(=[O:16])[CH:17]2[O:18][CH2:19][CH2:20][N:21]([CH:23]=[O:24])[CH2:22]2)[cH:7][c:8]([C:10]([F:11])([F:12])[F:13])[cH:9]1. Reactants: C(=O)(OC(C)(C)C)N(C1CCC(CC1)N(C(=O)C1=C(C2=C(S1)C=CC=C2)Cl)CC=2C=C(C=CC2OCC)B(O)O)C (3-{[[4-(BOC-methyl-amino)-cyclohexyl]-(3-chloro-benzo[b]thiophene-2-carbonyl)-amino]-methyl}-4-ethoxy-benzene boronic acid), NC1=CC=C(C(=N1)C)Br (6-amino-3-bromo-2-methylpyridine). The product is Cl.Cl.C(C)OC1=C(CN(C(=O)C2=C(C3=C(S2)C=CC=C3)Cl)C3CCC(CC3)NC)C=C(C=C1)C=1C=NC(=CC1)N (3-Chloro-benzo[b]thiophene-2-carboxylic acid [2-ethoxy-5-(6-amino-pyridin-3-yl)-benzyl]-(4-methylamino-cyclohexyl)-amide dihydrochloride). As a reaction SMILES: C([N:8]([CH3:41])[CH:9]1[CH2:14][CH2:13][CH:12]([N:15]([CH2:28][C:29]2[CH:30]=[C:31](B(O)O)[CH:32]=[CH:33][C:34]=2[O:35][CH2:36][CH3:37])[C:16]([C:18]2[S:22][C:21]3[CH:23]=[CH:24][CH:25]=[CH:26][C:20]=3[C:19]=2[Cl:27])=[O:17])[CH2:11][CH2:10]1)(OC(C)(C)C)=O.[NH2:42][C:43]1[N:48]=[C:47](C)[C:46](Br)=[CH:45][CH:44]=1>>[ClH:27].[ClH:27].[CH2:36]([O:35][C:34]1[CH:33]=[CH:32][C:31]([C:46]2[CH:47]=[N:48][C:43]([NH2:42])=[CH:44][CH:45]=2)=[CH:30][C:29]=1[CH2:28][N:15]([CH:12]1[CH2:11][CH2:10][CH:9]([NH:8][CH3:41])[CH2:14][CH2:13]1)[C:16]([C:18]1[S:22][C:21]2[CH:23]=[CH:24][CH:25]=[CH:26][C:20]=2[C:19]=1[Cl:27])=[O:17])[CH3:37] |f:2.3.4|. Procedure details: The title compound was prepared from boronic acid (12) (25 mg, 42 μmol) and 6-amino-3-bromo-2-methylpyridine (6.5 mg, 40 μmol) in accordance with Method L2. The reactants are O=C(O)c1ccco1, Cc1ccccc1N. The reagents and catalysts are CCN=C=NCCCN(C)C.Cl (EDC-HCl), CN1CCOCC1 (NMM). Run in CN(C)C=O (DMF), CN(C)C=O (DMF), CN(C)C=O (DMF), CN(C)C=O (DMF), CN(C)C=O (DMF), CN(C)C=O (DMF). Run at temperature 25 celsius, time 2 hour. Product: Cc1ccccc1NC(=O)c1ccco1. Isolated yield 15.0%. RXN SMILES: Cc1ccccc1N.O=C(O)c1ccco1.CCN=C=NCCCN(C)C.Cl.CN1CCOCC1.CN(C)C=O>>Cc1ccccc1NC(=O)c1ccco1. Starting materials: CCOC(C)=O, CNCc1ccc(CO)o1, Cl, [Na+], [Na+], O=C([O-])[O-], O, CNC(=O)NCCS. Product: CNCc1ccc(CSCCNC(=O)NC)o1. Reaction SMILES: [CH3:19][CH2:20][O:21][C:22](=[O:23])[CH3:24].[CH3:9][NH:10][CH2:11][c:12]1[cH:13][cH:14][c:15]([CH2:17][OH:18])[o:16]1.[ClH:31].[Na+:25].[Na+:26].[O-:27][C:28](=[O:29])[O-:30].[OH2:32].[SH:1][CH2:2][CH2:3][NH:4][C:5](=[O:6])[NH:7][CH3:8]>>[S:1]([CH2:2][CH2:3][NH:4][C:5](=[O:6])[NH:7][CH3:8])[CH2:17][c:15]1[cH:14][cH:13][c:12]([CH2:11][NH:10][CH3:9])[o:16]1. Procedure details: 4-Methoxybenzylmalonic acid, (20.2 g., 0.09 mol) was suspended in N,N,N1,N1 -tetramethylmethanediamine (45 ml). Acetic anhydride (45 ml) was added dropwise, keeping the temperature below 45° C. by cooling in an ice-bath as necessary. The resulting clear solution was stirred for 11/2 hour at ambient temperature and then was poured into ice and water. The white solid product was collected, combined with comparable product from a second 0.083 mol run, and dried at 0.1 mm at room temperature to give... Run at time 2 hour. Solvent: N,N,N1,N1 -tetramethylmethanediamine, O (water). Reaction SMILES: [CH3:1][O:2][C:3]1[CH:16]=[CH:15][C:6]([CH2:7][CH:8]([C:12](O)=O)[C:9]([OH:11])=[O:10])=[CH:5][CH:4]=1.C(OC(=O)C)(=O)C>O>[CH2:12]=[C:8]([CH2:7][C:6]1[CH:5]=[CH:4][C:3]([O:2][CH3:1])=[CH:16][CH:15]=1)[C:9]([OH:11])=[O:10]. Starting materials: COC1=CC=C(CC(C(=O)O)C(=O)O)C=C1 (4-Methoxybenzylmalonic acid), C(C)(=O)OC(C)=O (Acetic anhydride), product. Product: C=C(C(=O)O)CC1=CC=C(C=C1)OC (α-Methylene-4-methoxybenzenepropanoic acid). The reactants are O.[OH-].[Li+] (lithium hydroxide monohydrate), COC=1C=C(C=CC1NC(=O)NC1=C(C=CC=C1)C)CC(=O)N1CCNC2=CC(=CC=C12)CCC(=O)OCC (ethyl 3-(1-{[3-methoxy-4-(3-o-tolyl-ureido)-phenyl]-acetyl}-1,2,3,4-tetrahydro -quinoxalin-6-yl)-propanoate), O.[OH-].[Li+] (lithium hydroxide monohydrate). The solvent is C(C)O (ethanol), O (water). Conditions: time 16 hour. Yields the product COC=1C=C(C=CC1NC(=O)NC1=C(C=CC=C1)C)CC(=O)N1CCNC2=CC(=CC=C12)CCC(=O)O (3-(1-{[3-Methoxy-4-(3-o-tolyl-ureido)-phenyl]-acetyl}-1,2,3,4-tetrahydro-quinoxalin-6-yl)-propionic acid). Isolated yield 87.1%. Reaction SMILES: [CH3:1][O:2][C:3]1[CH:4]=[C:5]([CH2:20][C:21]([N:23]2[C:32]3[C:27](=[CH:28][C:29]([CH2:33][CH2:34][C:35]([O:37]CC)=[O:36])=[CH:30][CH:31]=3)[NH:26][CH2:25][CH2:24]2)=[O:22])[CH:6]=[CH:7][C:8]=1[NH:9][C:10]([NH:12][C:13]1[CH:18]=[CH:17][CH:16]=[CH:15][C:14]=1[CH3:19])=[O:11].O.[OH-].[Li+]>C(O)C.O>[CH3:1][O:2][C:3]1[CH:4]=[C:5]([CH2:20][C:21]([N:23]2[C:32]3[C:27](=[CH:28][C:29]([CH2:33][CH2:34][C:35]([OH:37])=[O:36])=[CH:30][CH:31]=3)[NH:26][CH2:25][CH2:24]2)=[O:22])[CH:6]=[CH:7][C:8]=1[NH:9][C:10]([NH:12][C:13]1[CH:18]=[CH:17][CH:16]=[CH:15][C:14]=1[CH3:19])=[O:11] |f:1.2.3|. Procedure details: A solution of ethyl 3-(1-{[3-methoxy-4-(3-o-tolyl-ureido)-phenyl]-acetyl}-1,2,3,4-tetrahydro -quinoxalin-6-yl)-propanoate (0.16 g, Reference Example 1) in anhydrous ethanol (3 ml), at 25° C., was treated dropwise with a solution of lithium hydroxide monohydrate (22 mg) in distilled water (1 ml). After stirring for 4 hours at 25° C. a further portion (10 mg) of lithium hydroxide monohydrate was added and stirring was continued for 16 hours at 25° C. The reaction mixture was evaporated under reduc...